From a dataset of the Open Reaction Database (ORD), a public repository of structured organic reaction records. describe an organic reaction: reactants, conditions, products, and yield Product: Cc1ccc(CC2CN(CCOCCO)CCN2C(=O)c2cc(C(F)(F)F)cc(C(F)(F)F)c2)cc1C. Starting materials: O=C([O-])[O-], CN(C)C=O, OCCOCCCl, Cc1ccc(CC2CNCCN2C(=O)c2cc(C(F)(F)F)cc(C(F)(F)F)c2)cc1C, [I-], [K+], [K+], [K+]. Reaction SMILES: [C:39](=[O:40])([O-:41])[O-:42].[CH3:47][N:48]([CH3:49])[CH:50]=[O:51].[Cl:32][CH2:33][CH2:34][O:35][CH2:36][CH2:37][OH:38].[F:1][C:2]([c:3]1[cH:4][c:5]([C:6](=[O:7])[N:8]2[CH:9]([CH2:14][c:15]3[cH:16][c:17]([CH3:22])[c:18]([CH3:21])[cH:19][cH:20]3)[CH2:10][NH:11][CH2:12][CH2:13]2)[cH:23][c:24]([C:26]([F:27])([F:28])[F:29])[cH:25]1)([F:30])[F:31].[I-:46].[K+:43].[K+:44].[K+:45]>>[F:1][C:2]([c:3]1[cH:4][c:5]([C:6](=[O:7])[N:8]2[CH:9]([CH2:14][c:15]3[cH:16][c:17]([CH3:22])[c:18]([CH3:21])[cH:19][cH:20]3)[CH2:10][N:11]([CH2:33][CH2:34][O:35][CH2:36][CH2:37][OH:38])[CH2:12][CH2:13]2)[cH:23][c:24]([C:26]([F:27])([F:28])[F:29])[cH:25]1)([F:30])[F:31].